Dataset: the Open Reaction Database (ORD), a public repository of structured organic reaction records. Task: describe an organic reaction: reactants, conditions, products, and yield Reactants: C(C1=CC=CC=C1)N1CC(C(CC1)=O)C1=CC=C(C=C1)Cl (1-benzyl-3-(4-chloro-phenyl)-piperidin-4-one), N1CCSCC1 (thiomorpholine), FC(C=1C=C(C(=O)Cl)C=C(C1)C(F)(F)F)(F)F (3,5-bistrifluoromethyl-benzoyl chloride). The product is FC(C=1C=C(C=C(C1)C(F)(F)F)C(=O)N1C[C@H]([C@H](CC1)N1CCSCC1)C1=CC=C(C=C1)Cl)(F)F (Rac-cis-(3,5-Bis-trifluoromethyl-phenyl)-[3-(4-chloro-phenyl)-4-thiomorpholin-4-yl-piperidin-1-yl]-methanone). RXN SMILES: C([N:8]1[CH2:13][CH2:12][C:11](=O)[CH:10]([C:15]2[CH:20]=[CH:19][C:18]([Cl:21])=[CH:17][CH:16]=2)[CH2:9]1)C1C=CC=CC=1.[NH:22]1[CH2:27][CH2:26][S:25][CH2:24][CH2:23]1.[F:28][C:29]([F:44])([F:43])[C:30]1[CH:31]=[C:32]([CH:36]=[C:37]([C:39]([F:42])([F:41])[F:40])[CH:38]=1)[C:33](Cl)=[O:34]>>[F:28][C:29]([F:44])([F:43])[C:30]1[CH:31]=[C:32]([C:33]([N:8]2[CH2:13][CH2:12][C@H:11]([N:22]3[CH2:27][CH2:26][S:25][CH2:24][CH2:23]3)[C@H:10]([C:15]3[CH:16]=[CH:17][C:18]([Cl:21])=[CH:19][CH:20]=3)[CH2:9]2)=[O:34])[CH:36]=[C:37]([C:39]([F:42])([F:41])[F:40])[CH:38]=1. Reported procedure: The title compound, MS: m/e=537.2 (M+H+), was prepared in accordance with the general method of example 26 from 1-benzyl-3-(4-chloro-phenyl)-piperidin-4-one, thiomorpholine and 3,5-bistrifluoromethyl-benzoyl chloride. Starting materials: CO (methanol), O (water), ClC1=C(C(=CC(=C1)Cl)Cl)N1N=C(CC1=O)NC1=C(C=CC(=C1)NC(CCCCCCCCCCCCC)=O)Cl (1-(2,4,6-trichlorophenyl)-3-(2-chloro-5-myristoylamino-anilino)-2-pyrazolin-5-one), O (water). Run in C(C)#N (acetonitrile). Product: ClC1=C(C(=CC(=C1)Cl)Cl)N1N(C(=CC1=O)NC1=C(C=CC(=C1)NC(CCCCCCCCCCCCC)=O)Cl)C(=O)OC1=CC=CC=C1 (1-(2,4,6-trichlorophenyl)-2-phenoxycarbonyl-3-(2-chloro-5-myristoylamino-anilino)-3-pyrazolin-5-one). Reaction SMILES: [Cl:1][C:2]1[CH:7]=[C:6]([Cl:8])[CH:5]=[C:4]([Cl:9])[C:3]=1[N:10]1[C:14](=[O:15])[CH2:13][C:12]([NH:16][C:17]2[CH:22]=[C:21]([NH:23][C:24](=[O:38])[CH2:25][CH2:26][CH2:27][CH2:28][CH2:29][CH2:30][CH2:31][CH2:32][CH2:33][CH2:34][CH2:35][CH2:36][CH3:37])[CH:20]=[CH:19][C:18]=2[Cl:39])=[N:11]1.[CH3:40][OH:41].[OH2:42]>C(#N)C>[Cl:9][C:4]1[CH:5]=[C:6]([Cl:8])[CH:7]=[C:2]([Cl:1])[C:3]=1[N:10]1[C:14](=[O:15])[CH:13]=[C:12]([NH:16][C:17]2[CH:22]=[C:21]([NH:23][C:24](=[O:38])[CH2:25][CH2:26][CH2:27][CH2:28][CH2:29][CH2:30][CH2:31][CH2:32][CH2:33][CH2:34][CH2:35][CH2:36][CH3:37])[CH:20]=[CH:19][C:18]=2[Cl:39])[N:11]1[C:40]([O:42][C:2]1[CH:7]=[CH:6][CH:5]=[CH:4][CH:3]=1)=[O:41]. Reported procedure: A solution of 30.7 g (0.05 mole) of 1-(2,4,6-trichlorophenyl)-3-(2-chloro-5-myristoylamino-anilino)-2-pyrazolin-5-one and 15.6 g (0.1 mole) of phenyl chloroformiate in 100 ml of acetonitrile are refluxed for 4 h. The solution is poured out in water and the separated oil is stirred first with water and next with methanol. The precipitate is recrystallized from ethanol. The reactants are S1C2=C(C=C1C1=NC(=NC=C1C(F)(F)F)SC)C=CC=C2 (4-(Benzo[b]thiophen-2-yl)-2-(methylthio)-5-(trifluoromethyl)pyrimidine), Cl (hydrochloric acid), [OH-].[Na+] (sodium hydroxide), [OH-].[Na+] (sodium hydroxide). Run in O1CCOCC1 (dioxane). Reaction conditions: temperature 75 celsius, time 8 hour. The product is S1C2=C(C=C1C1=NC(=NC=C1C(F)(F)F)O)C=CC=C2 (4-(Benzo[b]thiophen-2-yl)-5-(trifluoromethyl)pyrimidin-2-ol). RXN SMILES: [S:1]1[C:5]([C:6]2[C:11]([C:12]([F:15])([F:14])[F:13])=[CH:10][N:9]=[C:8](SC)[N:7]=2)=[CH:4][C:3]2[CH:18]=[CH:19][CH:20]=[CH:21][C:2]1=2.[OH-:22].[Na+].Cl>O1CCOCC1>[S:1]1[C:5]([C:6]2[C:11]([C:12]([F:15])([F:14])[F:13])=[CH:10][N:9]=[C:8]([OH:22])[N:7]=2)=[CH:4][C:3]2[CH:18]=[CH:19][CH:20]=[CH:21][C:2]1=2 |f:1.2|. Reported procedure: 4-(Benzo[b]thiophen-2-yl)-2-(methylthio)-5-(trifluoromethyl)pyrimidine (0.45 g, 1.3 mmol) suspended in dioxane (3 mL) was treated with 5 N sodium hydroxide (3 mL) and the reaction heated to 75° C. After stirring overnight, there was still some starting material present in the reaction mixture by LC-MS. An additional 3 mL of 5 N sodium hydroxide was added to the reaction mixture and the temperature was increased to 90° C. After 6 h, the reaction was cooled to room temperature and acidified to pH ... Solvent: CO (MeOH), CS(=O)C (DMSO). Starting materials: C[Si](C)(C)C=[N+]=[N-] (trimethylsilyldiazomethane), hexanes, O[C@@H]1C[C@H](N(C1)C(=O)OC(C)(C)C)C(=O)O (trans 4-hydroxy L-BOC-proline), C(C)(C)(C)O[K] (tBuOK), BrC1=CC=C2C=CN=C(C2=C1)Cl (7-bromo-1-chloroisoquinoline). Isolated yield 71.0%. The product is BrC1=CC=C2C=CN=C(C2=C1)O[C@@H]1C[C@H](N(C1)C(=O)OC(C)(C)C)C(=O)OC (1-tert-butyl 2-methyl (2S,4R)-4-[(7-bromoisoquinolin-1-yl)oxy]pyrrolidine-1,2-dicarboxylate). Procedure details: To a solution of trans 4-hydroxy L-BOC-proline (1 eq) in DMSO (0.2 M) at RT was added tBuOK (3 eq) in a single portion. The reaction mixture was stirred at RT for 30 min, cooled to 10° C. and 7-bromo-1-chloroisoquinoline was added (1 eq). The resulting mixture was allowed to warm to RT and stirred overnight. The organic layer was washed with citric acid 10% solution, water and brine and the aqueous phases were back extracted with EtOAc. The combined organic phases were dried (Na2SO4) and the sol... Reaction SMILES: [OH:1][C@H:2]1[CH2:6][N:5]([C:7]([O:9][C:10]([CH3:13])([CH3:12])[CH3:11])=[O:8])[C@H:4]([C:14]([OH:16])=[O:15])[CH2:3]1.[C:17](O[K])(C)(C)C.[Br:23][C:24]1[CH:33]=[C:32]2[C:27]([CH:28]=[CH:29][N:30]=[C:31]2Cl)=[CH:26][CH:25]=1.C[Si](C=[N+]=[N-])(C)C>CS(C)=O.CO>[Br:23][C:24]1[CH:33]=[C:32]2[C:27]([CH:28]=[CH:29][N:30]=[C:31]2[O:1][C@H:2]2[CH2:6][N:5]([C:7]([O:9][C:10]([CH3:11])([CH3:12])[CH3:13])=[O:8])[C@H:4]([C:14]([O:16][CH3:17])=[O:15])[CH2:3]2)=[CH:26][CH:25]=1. Reaction conditions: time 30 minute. Reactants: C(C)(=O)N1CCC(CC1)C(C1=CC=C(C=C1)N1CCNCC1)=O (1-acetyl-4-(4-piperazinobenzoyl)piperidine), Cl (hydrochloric acid). The solvent is C(C)O (ethanol). The product is Cl.Cl.C(C)(=O)N1CCC(CC1)CC1=CC=C(C=C1)N1CCNCC1 (1-Acetyl-4-(4-piperazinobenzyl)piperidine dihydrochloride). RXN SMILES: [C:1]([N:4]1[CH2:9][CH2:8][CH:7]([C:10](=O)[C:11]2[CH:16]=[CH:15][C:14]([N:17]3[CH2:22][CH2:21][NH:20][CH2:19][CH2:18]3)=[CH:13][CH:12]=2)[CH2:6][CH2:5]1)(=[O:3])[CH3:2].[ClH:24]>C(O)C>[ClH:24].[ClH:24].[C:1]([N:4]1[CH2:5][CH2:6][CH:7]([CH2:10][C:11]2[CH:16]=[CH:15][C:14]([N:17]3[CH2:18][CH2:19][NH:20][CH2:21][CH2:22]3)=[CH:13][CH:12]=2)[CH2:8][CH2:9]1)(=[O:3])[CH3:2] |f:3.4.5|. Procedure: In 100 ml of ethanol was dissolved 4.8 g of the 1-acetyl-4-(4-piperazinobenzoyl)piperidine (Compound No. 2) prepared in Example 4, followed by addition of 3.5 ml of concentrated hydrochloric acid. The reaction mixture was worked up in the same manner as Examples 15 and 17 to give a solid, which was recrystallized from ethanol-ethyl acetate. The procedure was 3.0 g of a hygroscopic colorless solid melting at 136°-137° C. Reactants: COCCBr, O=C([O-])[O-], [K+], [K+], CN(C)C=O, O, COC(=O)c1cc(O)ccc1[N+](=O)[O-]. Product: COCCOc1ccc([N+](=O)[O-])c(C(=O)OC)c1. RXN SMILES: [Br:21][CH2:22][CH2:23][O:24][CH3:25].[C:15](=[O:16])([O-:17])[O-:18].[K+:19].[K+:20].[O:26]=[CH:27][N:28]([CH3:29])[CH3:30].[OH2:31].[OH:1][c:2]1[cH:3][cH:4][c:5]([N+:12](=[O:13])[O-:14])[c:6]([C:7](=[O:8])[O:9][CH3:10])[cH:11]1>>[O:1]([c:2]1[cH:3][cH:4][c:5]([N+:12](=[O:13])[O-:14])[c:6]([C:7](=[O:8])[O:9][CH3:10])[cH:11]1)[CH2:22][CH2:23][O:24][CH3:25]. Reactants: BrCC(=O)C1=CC(=C(C=C1)Cl)S(N)(=O)=O (2-bromo-4'-chloro-3'-sulfamoylacetophenone), CN(NC(=S)NC(C)C)C (1,1-dimethyl-4-isopropylthiosemicarbazide). Product: Br.ClC1=C(C=C(C=C1)C1(N(C(SC1)=NC(C)C)N(C)C)O)S(N)(=O)=O (4-(4-Chloro-3-sulfamoylphenyl)-3-dimethylamino-2-isopropylimino-1,3-thiazolidine-4-ol-hydrobromide). Reaction SMILES: [Br:1][CH2:2][C:3]([C:5]1[CH:10]=[CH:9][C:8]([Cl:11])=[C:7]([S:12](=[O:15])(=[O:14])[NH2:13])[CH:6]=1)=[O:4].[CH3:16][N:17]([CH3:25])[NH:18][C:19]([NH:21][CH:22]([CH3:24])[CH3:23])=[S:20]>>[BrH:1].[Cl:11][C:8]1[CH:9]=[CH:10][C:5]([C:3]2([OH:4])[CH2:2][S:20][C:19](=[N:21][CH:22]([CH3:24])[CH3:23])[N:18]2[N:17]([CH3:25])[CH3:16])=[CH:6][C:7]=1[S:12](=[O:15])(=[O:14])[NH2:13] |f:2.3|. Procedure details: 4.7 g of 2-bromo-4'-chloro-3'-sulfamoylacetophenone and 2.4 g of 1,1-dimethyl-4-isopropylthiosemicarbazide were reacted according to the prescription of Example 23 and the crystalline end product was filtered off. Colorless crystals: melting point: 189° C (decomposition).